From a dataset of the Open Reaction Database (ORD), a public repository of structured organic reaction records. describe an organic reaction: reactants, conditions, products, and yield Reactants: NC1=C(C=C(C=C1)CC(=O)O)I ((4-amino-3-iodophenyl)acetic acid), CO.Cl (MeOH HCl). The solvent is CO (methanol). The product is NC1=C(C=C(C=C1)CC(=O)OC)I (methyl (4-amino-3-iodophenyl)acetate). RXN SMILES: [NH2:1][C:2]1[CH:7]=[CH:6][C:5]([CH2:8][C:9]([OH:11])=[O:10])=[CH:4][C:3]=1[I:12].[CH3:13]O.Cl>CO>[NH2:1][C:2]1[CH:7]=[CH:6][C:5]([CH2:8][C:9]([O:11][CH3:13])=[O:10])=[CH:4][C:3]=1[I:12] |f:1.2|. Procedure details: The crude (4-amino-3-iodophenyl)acetic acid (about 40 g, about 171 mmol) in methanol (110 mL) was added 100 mL of 4 M MeOH/HCl and the solution was stirred at ambient temperature over night. Distilled the solution under reduce pressure, and the residue was purified by silica gel cloumn chromatography to give methyl (4-amino-3-iodophenyl)acetate. 1H-NMR (300 MHz, CDCl3) δ ppm 7.54 (s, 1H), 7.04 (d, J=7.9 Hz, 1H), 6.68 (d, J=7.9 Hz, 1H), 3.67 (s, 3H), 3.46 (s, 2H). Starting materials: C1=COCCC1, C1CCOC1, COc1ccc(C=O)cc1[N+](=O)[O-], COc1ccc(C=C(OC2CCCCO2)c2cc(OC)c(OC)c(OC)c2)cc1[N+](=O)[O-], CCOC(C)=O, Cc1ccccc1, C[Si](C)(C)[N-][Si](C)(C)C, [Na+]. Product: COc1ccc(CC(=O)c2cc(OC)c(OC)c(OC)c2)cc1[N+](=O)[O-]. Reaction SMILES: [CH2:1]1[CH2:2][CH:3]=[CH:4][O:5][CH2:6]1.[CH2:62]1[O:63][CH2:64][CH2:65][CH2:66]1.[CH3:17][O:18][c:19]1[cH:20][cH:21][c:22]([CH:23]=[O:24])[cH:25][c:26]1[N+:27]([O-:28])=[O:29].[CH3:30][O:31][c:32]1[c:33]([N+:59](=[O:60])[O-:61])[cH:34][c:35]([CH:38]=[C:39]([O:40][CH:41]2[CH2:42][CH2:43][CH2:44][CH2:45][O:46]2)[c:47]2[cH:48][c:49]([O:57][CH3:58])[c:50]([O:55][CH3:56])[c:51]([O:53][CH3:54])[cH:52]2)[cH:36][cH:37]1.[CH3:67][CH2:68][O:69][C:70]([CH3:71])=[O:72].[CH3:73][c:74]1[cH:75][cH:76][cH:77][cH:78][cH:79]1.[CH3:7][Si:8]([N-:9][Si:10]([CH3:11])([CH3:12])[CH3:13])([CH3:14])[CH3:15].[Na+:16]>>[CH3:30][O:31][c:32]1[c:33]([N+:59](=[O:60])[O-:61])[cH:34][c:35]([CH2:38][C:39](=[O:40])[c:47]2[cH:48][c:49]([O:57][CH3:58])[c:50]([O:55][CH3:56])[c:51]([O:53][CH3:54])[cH:52]2)[cH:36][cH:37]1. The reactants are BrCC=1C=NC(=NC1)C1=CC=CC=C1 (5-(Bromomethyl)-2-phenylpyrimidine), C1=NC=C(C2=CC=CC=C12)B(O)O (isoquinolin-4-ylboronic acid). Run at time 30 minute. Yields the product C1(=CC=CC=C1)C1=NC=C(C=N1)CC1=CN=CC2=CC=CC=C12 (4-((2-Phenylpyrimidin-5-yl)methyl)isoquinoline). As a reaction SMILES: Br[CH2:2][C:3]1[CH:4]=[N:5][C:6]([C:9]2[CH:14]=[CH:13][CH:12]=[CH:11][CH:10]=2)=[N:7][CH:8]=1.[CH:15]1[C:24]2[C:19](=[CH:20][CH:21]=[CH:22][CH:23]=2)[C:18](B(O)O)=[CH:17][N:16]=1>>[C:9]1([C:6]2[N:5]=[CH:4][C:3]([CH2:2][C:18]3[C:19]4[C:24](=[CH:23][CH:22]=[CH:21][CH:20]=4)[CH:15]=[N:16][CH:17]=3)=[CH:8][N:7]=2)[CH:14]=[CH:13][CH:12]=[CH:11][CH:10]=1. Reported procedure: Synthesized using compound 64a (85 mg, 0.34 mmol) and isoquinolin-4-ylboronic acid (104 mg, 0.60 mmol) according to Method C. Crude product was purified by flash chromatography on silica-gel using a mixture of hexane/ethyl acetate (3:1) as eluent. After flash chromatography the product was solved in ethyl acetate and a few drops of conc. HCl and water were added. After stirring for 30 minutes the phases were separated and water phase was neutralized with aqueous Na2CO3-solution (2M). After extra... Starting materials: CCC1(C(=O)NC(=O)[N-]C1=O)C=2C=CC=CC2.[Na+] (phenobarbital sodium), ClCOCCCCCCCCCCCC (chloromethyldodecanyl ether), ice water. Run in CN(C=O)C (dimethylformamide). Conditions: time 8 hour. The product is CCCCCCCCCCCCOCN1C(=O)C(C(=O)N(C1=O)COCCCCCCCCCCCC)(CC)C2=CC=CC=C2 (N,N'-dilauryloxymethyl phenobarbital). Isolated yield 43.9%. RXN SMILES: [CH3:1][CH2:2][C:3]1([C:12]2[CH:13]=[CH:14][CH:15]=[CH:16][CH:17]=2)[C:10](=[O:11])[N-:9][C:7](=[O:8])[NH:6][C:4]1=[O:5].[Na+].Cl[CH2:20][O:21][CH2:22][CH2:23][CH2:24][CH2:25][CH2:26][CH2:27][CH2:28][CH2:29][CH2:30][CH2:31][CH2:32][CH3:33]>CN(C)C=O>[CH3:33][CH2:32][CH2:31][CH2:30][CH2:29][CH2:28][CH2:27][CH2:26][CH2:25][CH2:24][CH2:23][CH2:22][O:21][CH2:20][N:6]1[C:7](=[O:8])[N:9]([CH2:20][O:21][CH2:22][CH2:23][CH2:24][CH2:25][CH2:26][CH2:27][CH2:28][CH2:29][CH2:30][CH2:31][CH2:32][CH3:33])[C:10](=[O:11])[C:3]([C:12]2[CH:17]=[CH:16][CH:15]=[CH:14][CH:13]=2)([CH2:2][CH3:1])[C:4]1=[O:5] |f:0.1|. Procedure details: Powdered phenobarbital sodium (25.4 g) was suspended at room temperature in 250 ml of dimethylformamide and 22.1 g of chloromethyldodecanyl ether was added to the suspension. The reaction mixture was stirred overnight and poured into 1 liter of ice-water; the mixture was then stirred for 3 hours and the waxy solid removed by filtration. The wet solid was dissolved in 150 ml of boiling ethanol; to the hot solution 1 g of activated carbon was added and the boiling solution was filtered through a B...